describe an organic reaction: reactants, conditions, products, and yield From a dataset of the Open Reaction Database (ORD), a public repository of structured organic reaction records. The reactants are CS(=O)(=O)c1ccc(-n2nc(C(F)(F)F)cc2-c2ccc(Br)cc2)cc1F, COCCOC, [Na+], O=C([O-])O, OB(O)c1ccoc1. The product is CS(=O)(=O)c1ccc(-n2nc(C(F)(F)F)cc2-c2ccc(-c3ccoc3)cc2)cc1F. Reaction SMILES: [Br:1][c:2]1[cH:3][cH:4][c:5](-[c:8]2[cH:9][c:10]([C:24]([F:25])([F:26])[F:27])[n:11][n:12]2-[c:13]2[cH:14][c:15]([F:23])[c:16]([S:19](=[O:20])(=[O:21])[CH3:22])[cH:17][cH:18]2)[cH:6][cH:7]1.[CH3:41][O:42][CH2:43][CH2:44][O:45][CH3:46].[Na+:40].[O-:36][C:37]([OH:38])=[O:39].[o:28]1[cH:29][c:30]([B:33]([OH:34])[OH:35])[cH:31][cH:32]1>>[c:2]1(-[c:30]2[cH:29][o:28][cH:32][cH:31]2)[cH:3][cH:4][c:5](-[c:8]2[cH:9][c:10]([C:24]([F:25])([F:26])[F:27])[n:11][n:12]2-[c:13]2[cH:14][c:15]([F:23])[c:16]([S:19](=[O:20])(=[O:21])[CH3:22])[cH:17][cH:18]2)[cH:6][cH:7]1. Reactants: C(=O)(OC(C)(C)C)N1C[C@H]2N(CC1)C[C@@H](CC2)CO ((7R,9aS)—N—BOC-7-hydroxymethyl-2,3,4,6,7,8,9,9a-octahydro-1H-pyrido[1,2-a]pyrazine), FC=1C=C(C=C(C1)F)O (3,5-difluorophenol), ClC=1N=NC(=CC1)Cl (3,6-dichloropyridazine). The product is FC=1C=C(OC[C@@H]2CC[C@@H]3N(CCN(C3)C=3N=NC(=CC3)Cl)C2)C=C(C1)F ((7R,9aS)-7-(3,5-Difluorophenoxy)methyl-2-(6-chloropyridazin-3-yl)-2,3,4,6,7,8,9,9a-octahydro-1H-pyrido[1,2-a]pyrazine). Reaction SMILES: [C:1]([N:8]1[CH2:13][CH2:12][N:11]2[CH2:14][C@H:15]([CH2:18][OH:19])[CH2:16][CH2:17][C@H:10]2[CH2:9]1)(OC(C)(C)C)=O.[F:20][C:21]1[CH:22]=[C:23](O)[CH:24]=[C:25]([F:27])[CH:26]=1.[Cl:29][C:30]1[N:31]=[N:32]C(Cl)=[CH:34][CH:35]=1>>[F:20][C:21]1[CH:22]=[C:23]([CH:24]=[C:25]([F:27])[CH:26]=1)[O:19][CH2:18][C@H:15]1[CH2:14][N:11]2[CH2:12][CH2:13][N:8]([C:1]3[N:32]=[N:31][C:30]([Cl:29])=[CH:35][CH:34]=3)[CH2:9][C@@H:10]2[CH2:17][CH2:16]1. Procedure details: A mixture of (7R,9aS)—N—BOC-7-hydroxymethyl-2,3,4,6,7,8,9,9a-octahydro-1H-pyrido[1,2-a]pyrazine (WO 93/25552) and 3,5-difluorophenol were coupled followed by N—BOC deprotection according to Preparation 9. The product from this reaction was coupled with 3,6-dichloropyridazine according to Preparation 3 to give the title compound. mp (.HCl) 254–259° C. 13C NMR (base, CDCl3): δ 26.7, 28.9, 36.1, 45.1, 50.4, 54.3, 58.4, 60.3, 71.4, 96.3, 95.0, 98.4, 115.2, 128.8, 146.8, 158.8. Starting materials: C(C)(C)(C)OC(N[C@@H](C1=CC=CC=C1)C(NCC1=CC=CC=C1)=O)=O ((S)-(Benzylcarbamoyl-phenyl-methyl)-carbamic acid tert-butyl ester), Cl.O1CCOCC1 (HCl dioxane). Reaction conditions: time 8 hour. The product is Cl.N[C@H](C(=O)NCC1=CC=CC=C1)C1=CC=CC=C1 ((S)-2-Amino-N-benzyl-2-phenyl-acetamide hydrochloride). RXN SMILES: C(OC(=O)[NH:7][C@H:8]([C:15](=[O:24])[NH:16][CH2:17][C:18]1[CH:23]=[CH:22][CH:21]=[CH:20][CH:19]=1)[C:9]1[CH:14]=[CH:13][CH:12]=[CH:11][CH:10]=1)(C)(C)C.[ClH:26].O1CCOCC1>>[ClH:26].[NH2:7][C@@H:8]([C:9]1[CH:14]=[CH:13][CH:12]=[CH:11][CH:10]=1)[C:15]([NH:16][CH2:17][C:18]1[CH:23]=[CH:22][CH:21]=[CH:20][CH:19]=1)=[O:24] |f:1.2,3.4|. Procedure: (S)-(Benzylcarbamoyl-phenyl-methyl)-carbamic acid tert-butyl ester (0.85 g, 2.50 mmol) was dissolved in HCl/dioxane(10 mL, 4.0 M). The mixture was stirred at room temperature overnight. The volatiles were removed under reduced pressure to provide the desired product in quantitative yield.